The task is: describe an organic reaction: reactants, conditions, products, and yield. This data is from the Open Reaction Database (ORD), a public repository of structured organic reaction records. The reagents and catalysts are [Pd] (palladium on charcoal). The solvent is C(C)O (ethanol), C(Cl)(Cl)Cl (chloroform). Reported procedure: N-(2-[4-Carbomethoxyphenyl]-1-methylethyl)-2-hydroxy-2-(4-hydroxy-3-hydroxymethylphenyl)ethanamine (3.0 g) was hydrogenated in a mixture of ethanol (200 ml) and chloroform (20 ml) at 1 atmosphere and room temperature in the presence of 5% palladium on charcoal (150 mg) until hydrogen uptake was complete. The catalyst was removed and the product was recrystallised as the hydrochloride from ethyl acetate as a 32.5:67.5 mixture of diastereoisomers, mp 103°-107° (2.0 g). τ (d6DMSO) 8.88 (3H, d, J=6 ... The reactants are C(=O)(OC)C1=CC=C(C=C1)CC(C)NCC(C1=CC(=C(C=C1)O)CO)O (N-(2-[4-Carbomethoxyphenyl]-1-methylethyl)-2-hydroxy-2-(4-hydroxy-3-hydroxymethylphenyl)ethanamine), [H][H] (hydrogen). RXN SMILES: [C:1]([C:5]1[CH:10]=[CH:9][C:8]([CH2:11][CH:12]([NH:14][CH2:15][CH:16]([OH:26])[C:17]2[CH:22]=[CH:21][C:20]([OH:23])=[C:19]([CH2:24]O)[CH:18]=2)[CH3:13])=[CH:7][CH:6]=1)([O:3][CH3:4])=[O:2].[H][H]>C(O)C.C(Cl)(Cl)Cl.[Pd]>[C:1]([C:5]1[CH:6]=[CH:7][C:8]([CH2:11][CH:12]([NH:14][CH2:15][CH:16]([OH:26])[C:17]2[CH:22]=[CH:21][C:20]([OH:23])=[C:19]([CH3:24])[CH:18]=2)[CH3:13])=[CH:9][CH:10]=1)([O:3][CH3:4])=[O:2]. Yields the product C(=O)(OC)C1=CC=C(C=C1)CC(C)NCC(C1=CC(=C(C=C1)O)C)O (N-(2-[4-Carbomethoxyphenyl]-1-methylethyl)-2-hydroxy-2-(4-hydroxy-3-methylphenyl)ethanamine). Reactants: [BH4-], CC(C)(C)OC(=O)NC(Cc1ccc(C(F)(F)F)nc1)C(=O)C1C(=O)OC(C)(C)OC1=O, CC(=O)O, ClCCl, [Na+]. The product is CC(C)(C)OC(=O)NC(Cc1ccc(C(F)(F)F)nc1)CC1C(=O)OC(C)(C)OC1=O. Reaction SMILES: [BH4-:37].[CH3:1][C:2]1([CH3:32])[O:3][C:4](=[O:31])[CH:5]([C:9]([CH:10]([CH2:11][c:12]2[cH:13][n:14][c:15]([C:18]([F:19])([F:20])[F:21])[cH:16][cH:17]2)[NH:22][C:23]([O:24][C:25]([CH3:26])([CH3:27])[CH3:28])=[O:29])=[O:30])[C:6](=[O:8])[O:7]1.[CH3:33][C:34](=[O:35])[OH:36].[Cl:39][CH2:40][Cl:41].[Na+:38]>>[CH3:1][C:2]1([CH3:32])[O:3][C:4](=[O:31])[CH:5]([CH2:9][CH:10]([CH2:11][c:12]2[cH:13][n:14][c:15]([C:18]([F:19])([F:20])[F:21])[cH:16][cH:17]2)[NH:22][C:23]([O:24][C:25]([CH3:26])([CH3:27])[CH3:28])=[O:29])[C:6](=[O:8])[O:7]1. Starting materials: COC=1C=C2C(=CC1OC)C(=O)C(C2)CC3CCN(CC3)CC=4C=CC=CC4 (donepezil), COC=1C=C2CCC(C2=CC1OC)=O (5,6-dimethoxy-1-indanone), N1=CC=C(C=C1)C=O (pyridin-4-aldehyde). Yields the product COC=1C=C2CC(C(C2=CC1OC)=O)=CC1=CC=NC=C1 (5,6-dimethoxy-2-(pyridin-4-yl)methyleneindan-1-one). RXN SMILES: [CH3:1][O:2][C:3]1[CH:4]=[C:5]2[CH2:14][CH:13]([CH2:15][CH:16]3[CH2:21][CH2:20][N:19](CC4C=CC=CC=4)[CH2:18][CH2:17]3)[C:11](=[O:12])[C:6]2=[CH:7][C:8]=1[O:9][CH3:10].COC1C=C2C(=CC=1OC)C(=O)CC2.N1C=CC(C=O)=CC=1>>[CH3:1][O:2][C:3]1[CH:4]=[C:5]2[C:6](=[CH:7][C:8]=1[O:9][CH3:10])[C:11](=[O:12])[C:13](=[CH:15][C:16]1[CH:21]=[CH:20][N:19]=[CH:18][CH:17]=1)[CH2:14]2. Reported procedure: U.S. Pat. No. 5,606,064 disclosed a process for the preparation of donepezil. 5,6-dimethoxy-1-indanone was condensed with pyridin-4-aldehyde to give 5,6-dimethoxy-2-(pyridin-4-yl)methyleneindan-1-one, reacted with benzyl bromide to give 1-benzyl-4-(5,6-dimethoxyindan-1-on-2-ylidene)methylpyridinium bromide and then, hydrogenated in the presence of platinum oxide catalyst to yield donepezil. Reactants: CCOCC (Et2O), ClCC(=O)C=1SC=CC1 (2-chloro-1-(thiophen-2-yl)ethanone), FC1=CC=C(CNC(C(=O)O[C@H]2CN3CCC2CC3)C3=CC=CC=C3)C=C1 ((R)-Quinuclidin-3-yl 2-(4-fluorobenzylamino)-2-phenylacetate). The solvent is C(C)(=O)OCC (ethyl acetate). Reaction conditions: time 8 hour. The product is [Cl-].FC1=CC=C(CNC(C(=O)O[C@H]2C[N+]3(CCC2CC3)CC(C=3SC=CC3)=O)C3=CC=CC=C3)C=C1 ((R)-3-[2-(4-fluoro-benzylamino)-2-phenyl-acetoxy]-1-(2-oxo-2-thiophen-2-yl-ethyl)-1-azonia-bicyclo[2.2.2]octane chloride). Isolated yield 68.2%. Reaction SMILES: [F:1][C:2]1[CH:27]=[CH:26][C:5]([CH2:6][NH:7][CH:8]([C:20]2[CH:25]=[CH:24][CH:23]=[CH:22][CH:21]=2)[C:9]([O:11][C@@H:12]2[CH:17]3[CH2:18][CH2:19][N:14]([CH2:15][CH2:16]3)[CH2:13]2)=[O:10])=[CH:4][CH:3]=1.[Cl:28][CH2:29][C:30]([C:32]1[S:33][CH:34]=[CH:35][CH:36]=1)=[O:31].CCOCC>C(OCC)(=O)C>[Cl-:28].[F:1][C:2]1[CH:27]=[CH:26][C:5]([CH2:6][NH:7][CH:8]([C:20]2[CH:21]=[CH:22][CH:23]=[CH:24][CH:25]=2)[C:9]([O:11][C@@H:12]2[CH:17]3[CH2:16][CH2:15][N+:14]([CH2:29][C:30](=[O:31])[C:32]4[S:33][CH:34]=[CH:35][CH:36]=4)([CH2:19][CH2:18]3)[CH2:13]2)=[O:10])=[CH:4][CH:3]=1 |f:4.5|. Reported procedure: (R)-Quinuclidin-3-yl 2-(4-fluorobenzylamino)-2-phenylacetate (C78) (85 mg, 0.23 mmol) is dissolved in ethyl acetate (2.31 mL) and 2-chloro-1-(thiophen-2-yl)ethanone (40.8 mg, 0.25 mmol) is added. The solution is stirred at RT overnight. The suspension is evaporated and the white residue is first purified by flash chromatography (DCM/MeOH=9/1 to 8/2) and then by trituration with Et2O to afford the title compound as an off-white powder (83 mg, 68% yield, chloride salt, mixture of diastereoisomers)... Run at time 25 minute. Product: C(C)(C)(C)C=1C=C(C=C(C1O)C(C)(C)C)NC(C=C)=O (N-(3,5-di tert.butyl-4-hydroxyphenyl)acrylamide). Procedure details: N-(3,5-di tert.butyl-4-hydroxyphenyl)acrylamide was prepared by adding a solution of 10 grams of acryloyl chloride in 50 milliliters of benzene to a mixture of 22.1 grams of 2,6-di tert.butyl-4-aminophenol, 6 grams of sodium carbonate, and 100 milliliters of benzene. The addition was accomplished in 25 minutes at 19° C. to 38° C. The mixture was stirred for 21/2 hours and the precipitate which had formed was filtered off, washed thoroughly with water, and dried. The yield was 12.5 grams and the ... RXN SMILES: [C:1](Cl)(=[O:4])[CH:2]=[CH2:3].[C:6]([C:10]1[CH:15]=[C:14]([NH2:16])[CH:13]=[C:12]([C:17]([CH3:20])([CH3:19])[CH3:18])[C:11]=1[OH:21])([CH3:9])([CH3:8])[CH3:7].C(=O)([O-])[O-].[Na+].[Na+]>C1C=CC=CC=1>[C:6]([C:10]1[CH:15]=[C:14]([NH:16][C:1](=[O:4])[CH:2]=[CH2:3])[CH:13]=[C:12]([C:17]([CH3:20])([CH3:19])[CH3:18])[C:11]=1[OH:21])([CH3:9])([CH3:8])[CH3:7] |f:2.3.4|. Solvent: C1=CC=CC=C1 (benzene), C1=CC=CC=C1 (benzene). Reactants: C(C)(C)(C)C1=C(C(=CC(=C1)N)C(C)(C)C)O (2,6-di tert.butyl-4-aminophenol), C([O-])([O-])=O.[Na+].[Na+] (sodium carbonate), C(C=C)(=O)Cl (acryloyl chloride).